This data is from the Open Reaction Database (ORD), a public repository of structured organic reaction records. The task is: describe an organic reaction: reactants, conditions, products, and yield Reactants: C(=C)C=1OC2=C(N1)C=C(C=C2)C2=CC=C(C#N)C=C2 (4-(2-vinyl-benzooxazol-5-yl)-benzonitrile), CC1NCCC1 (racemic 2-methyl-pyrrolidine). Run in C(C)O (ethanol). The product is CC1N(CCC1)CCC=1OC2=C(N1)C=C(C=C2)C2=CC=C(C#N)C=C2 (racemic 4-{2-[2-(2-methyl-pyrrolidin-1-yl)-ethyl]-benzooxazol-5-yl}-benzonitrile). Yield: 99.6%. RXN SMILES: [CH:1]([C:3]1[O:4][C:5]2[CH:11]=[CH:10][C:9]([C:12]3[CH:19]=[CH:18][C:15]([C:16]#[N:17])=[CH:14][CH:13]=3)=[CH:8][C:6]=2[N:7]=1)=[CH2:2].[CH3:20][CH:21]1[CH2:25][CH2:24][CH2:23][NH:22]1>C(O)C>[CH3:20][CH:21]1[CH2:25][CH2:24][CH2:23][N:22]1[CH2:2][CH2:1][C:3]1[O:4][C:5]2[CH:11]=[CH:10][C:9]([C:12]3[CH:19]=[CH:18][C:15]([C:16]#[N:17])=[CH:14][CH:13]=3)=[CH:8][C:6]=2[N:7]=1. Procedure: A solution of 24.6 mg (0.1 mmol) of 4-(2-vinyl-benzooxazol-5-yl)-benzonitrile and 24 mg of racemic 2-methyl-pyrrolidine (Aldrich, CAS #765-38-8) in 0.25 mL of ethanol was stirred at room temperature for 1 hour, then concentrated in vacuo to a glass to give pure product racemic 4-{2-[2-(2-methyl-pyrrolidin-1-yl)-ethyl]-benzooxazol-5-yl}-benzonitrile 33 mg (100%): 1H NMR (300 MHz, CDCl3) δ 7.85 (d, J=1.8 Hz, 1 H), 7.77 (d, J=8.4 Hz, 2 H), 7.70 (d, J=8.4 Hz, 2 H), 7.58 (d, J=7.5 Hz, 1 H), 7.50 (dd,... Starting materials: C(C)(C)(C)OC(N(C[C@H](C1=CC=CC=C1)O)CCO)=O ((S)-(2-Hydroxy-ethyl)-(2-hydroxy-2-phenyl-ethyl)-carbamic acid tert-butyl ester), C1(=CC=CC=C1)P(C1=CC=CC=C1)C1=CC=CC=C1 (triphenylphosphine), CCOC(=O)/N=N/C(=O)OCC (diethylazodicarboxylate). Solvent: C1(=CC=CC=C1)C (toluene), C1(=CC=CC=C1)C (toluene). Reaction conditions: time 8 hour. The product is C(C)(C)(C)OC(=O)N1C[C@@H](OCC1)C1=CC=CC=C1 ((S)-2-Phenyl-morpholine-4-carboxylic acid tert-butyl ester). RXN SMILES: [C:1]([O:5][C:6](=[O:20])[N:7]([CH2:17][CH2:18][OH:19])[CH2:8][C@@H:9](O)[C:10]1[CH:15]=[CH:14][CH:13]=[CH:12][CH:11]=1)([CH3:4])([CH3:3])[CH3:2].C1(P(C2C=CC=CC=2)C2C=CC=CC=2)C=CC=CC=1.CCOC(/N=N/C(OCC)=O)=O>C1(C)C=CC=CC=1>[C:1]([O:5][C:6]([N:7]1[CH2:17][CH2:18][O:19][C@@H:9]([C:10]2[CH:15]=[CH:14][CH:13]=[CH:12][CH:11]=2)[CH2:8]1)=[O:20])([CH3:4])([CH3:3])[CH3:2]. Reported procedure: 3 g of (S)-(2-Hydroxy-ethyl)-(2-hydroxy-2-phenyl-ethyl)-carbamic acid tert-butyl ester and 0.327 g of triphenylphosphine were dissolved in 53.3 mL toluene. 0.217 g of diethylazodicarboxylate in 5.4 mL toluene was added dropwise to the resulting solution at room temperature under argon atmosphere and the mixture was stirred overnight. The solvent was removed in vacuo and the material purified by column chromatography. The reactants are CC(=O)O, O=[N+]([O-])O, O=c1cc[nH]c2cscc12. Reaction SMILES: [CH3:15][C:16](=[O:17])[OH:18].[OH:11][N+:12]([O-:13])=[O:14].[nH:1]1[c:2]2[c:3]([c:4](=[O:7])[cH:5][cH:6]1)[cH:8][s:9][cH:10]2>>[nH:1]1[c:2]2[c:3]([c:4](=[O:7])[c:5]([N+:12](=[O:11])[O-:13])[cH:6]1)[cH:8][s:9][cH:10]2. Product: O=c1c([N+](=O)[O-])c[nH]c2cscc12. Reaction SMILES: [OH:1][C@H:2]1[CH2:7][CH2:6][C@H:5]2[C@H:8]3[C@H:19]([CH2:20][CH2:21][C@:3]12[CH3:4])[C@:16]1([CH2:17][OH:18])[C:11](=[C:12]([CH3:23])[C:13](=[O:22])[CH2:14][CH2:15]1)[CH2:10][C@H:9]3[CH3:24].[OH:25][C@@:26]1([C:48]#[C:49][CH3:50])[CH2:31][CH2:30][C@H:29]2[C@H:32]3[C@H:43]([CH2:44][CH2:45][C@:27]12[CH3:28])[C@:40]1([CH2:41][OH:42])[C:35](=[CH:36][C:37](=[O:46])[CH2:38][CH2:39]1)[CH2:34][C@H:33]3[CH3:47].O[C@H]1CC[C@H]2[C@H]3[C@H](CC[C@]12C)[C@]1(CO)C(=CC(=O)CC1)C[C@H]3C>>[OH:1][C@H:2]1[CH2:7][CH2:6][C@H:5]2[C@H:8]3[C@H:19]([CH2:20][CH2:21][C@:3]12[CH3:4])[C@:16]1([CH2:17][OH:18])[C:11]([C@H:12]([CH3:23])[C:13](=[O:22])[CH2:14][CH2:15]1)=[CH:10][C@H:9]3[CH3:24].[OH:25][C@@:26]1([C:48]#[C:49][CH3:50])[CH2:31][CH2:30][C@H:29]2[C@H:32]3[C@H:43]([CH2:44][CH2:45][C@:27]12[CH3:28])[C@:40]1([CH2:41][OH:42])[C:35]([CH2:36][C:37](=[O:46])[CH2:38][CH2:39]1)=[CH:34][C@H:33]3[CH3:47]. Yields the product O[C@@H]1[C@]2(C)[C@@H](CC1)[C@@H]1[C@@H](C=C3[C@@H](C(CC[C@]3(CO)[C@H]1CC2)=O)C)C (17β,19-dihydroxy-4α,7α-dimethyl-5-androsten-3-one), O[C@@]1([C@]2(C)[C@@H](CC1)[C@@H]1[C@@H](C=C3CC(CC[C@]3(CO)[C@H]1CC2)=O)C)C#CC (17β,19-dihydroxy-7α-methyl-17α-propinyl-5-androsten-3-one), 7α-methyl-17β,19-di(2'-tetrahydropyranyloxy)-5-androsten-3-one. Starting materials: 17β,19-dihydroxy-7α,17α-dimethyl-4-androsten-3-one, O[C@@H]1[C@]2(C)[C@@H](CC1)[C@@H]1[C@@H](CC3=CC(CC[C@]3(CO)[C@H]1CC2)=O)C (17β,19-dihydroxy-7α-methyl-4-androsten-3-one), O[C@@]1([C@]2(C)[C@@H](CC1)[C@@H]1[C@@H](CC3=CC(CC[C@]3(CO)[C@H]1CC2)=O)C)C#CC (17β,19-dihydroxy-7α-methyl-17α-propinyl-4-androsten-3-one), O[C@@H]1[C@]2(C)[C@@H](CC1)[C@@H]1[C@@H](CC3=C(C(CC[C@]3(CO)[C@H]1CC2)=O)C)C (17β,19-dihydroxy-4,7α-dimethyl-4-androsten-3-one), 7α-methyl-17β,19-di(2'-tetrahydropyranyloxy)-4-androsten-3-one. Procedure: Substituting 17β,19-dihydroxy-4,7α-dimethyl-4-androsten-3-one, 17β,19-dihydroxy-7α,17α-dimethyl-4-androsten-3-one, 17β,19-dihydroxy-7α-methyl-17α-propinyl-4-androsten-3-one and 7α-methyl-17β,19-di(2'-tetrahydropyranyloxy)-4-androsten-3-one for the 17β,19-dihydroxy-7α-methyl-4-androsten-3-one above results in the formation of 17β,19-dihydroxy-4α,7α-dimethyl-5-androsten-3-one, 17β, 19-dihydroxy-7α,17α-dimethyl-5-androsten-3-one, 17β,19-dihydroxy-7α-methyl-17α-propinyl-5-androsten-3-one and 7α-meth... Reactants: CC(C1=CC=CC=C1)N (α-methylbenzylamine), CN1CCOCC1 (4-methylmorpholine), C(=O)(OC(C)(C)C)N[C@@H]([C@@H](O)C)C(=O)O (N-Boc-L-allothreonine), O.ON1N=NC2=C1C=CC=C2 (1-hydroxybenzotriazole hydrate), Cl.CN(CCCCCN=C=N)C (1-(3-dimethylaminopropyl)-2-ethylcarbodiimide hydrochloride), [Cl-].[Na+].O.O (brine water). Solvent: CN(C=O)C (dimethylformamide), CN(C=O)C (dimethylformamide). Reaction conditions: time 0.5 hour. Yields the product CC(C)(OC(=O)N[C@H]([C@@H](O)C)C(=O)NC(CC1=CC=CC=C1)C)C ((R)-N2 -[(1,1-Dimethylethoxy)carbonyl]-N-(1-methyl-2-phenylethyl)-L-allothreoninamide). Yield: 90.0%. Reaction SMILES: [C:1]([NH:8][C@H:9]([C:13]([OH:15])=O)[C@H:10]([CH3:12])[OH:11])([O:3][C:4]([CH3:7])([CH3:6])[CH3:5])=[O:2].O.ON1[C:22]2[CH:23]=[CH:24][CH:25]=[CH:26][C:21]=2N=N1.Cl.CN(C)CCCCCN=C=N.[CH3:39][CH:40]([NH2:47])[C:41]1C=CC=CC=1.CN1CCOCC1.[Cl-].[Na+].O.O>CN(C)C=O>[CH3:7][C:4]([CH3:5])([O:3][C:1]([NH:8][C@@H:9]([C:13]([NH:47][CH:40]([CH3:41])[CH2:39][C:21]1[CH:26]=[CH:25][CH:24]=[CH:23][CH:22]=1)=[O:15])[C@H:10]([CH3:12])[OH:11])=[O:2])[CH3:6] |f:1.2,3.4,7.8.9.10|. Reported procedure: To a solution of N-Boc-L-allothreonine (0.325 g, 1.48 mmol, 1.00 eq.) and 1-hydroxybenzotriazole hydrate (0.221 g, 1.64 mmol, 1.11 eq.) in dimethylformamide (5 mL) at 0° C. was added 1-(3-dimethylaminopropyl)-2-ethylcarbodiimide hydrochloride (WSC) (0.312 g, 1.63 mmol, 1.10 eq.). After 0.5 hr, a solution of (R) α-methylbenzylamine (0.20 mL, 1.55 mmol, 1.05 eq.) in dimethylformamide (3 mL) was added, followed by 4-methylmorpholine (0.16 mL, 1.46 mmol, 0.98 eq.). After 17 hr, the reaction mixture ... RXN SMILES: [CH3:1][c:2]1[cH:3][c:4](-[c:9]2[cH:10][cH:11][c:12]([C:15]([F:16])([F:17])[F:18])[cH:13][cH:14]2)[n:5][c:6](=[O:8])[nH:7]1.[P:19]([Cl:20])([Cl:21])([Cl:22])=[O:23]>>[CH3:1][c:2]1[cH:3][c:4](-[c:9]2[cH:10][cH:11][c:12]([C:15]([F:16])([F:17])[F:18])[cH:13][cH:14]2)[n:5][c:6]([Cl:21])[n:7]1. Starting materials: Cc1cc(-c2ccc(C(F)(F)F)cc2)nc(=O)[nH]1, O=P(Cl)(Cl)Cl. Yields the product Cc1cc(-c2ccc(C(F)(F)F)cc2)nc(Cl)n1. Reactants: C(C)OC(CN1C[C@@H](CC1)NC(=O)C=1SC(=CC1)Cl)=O ({(R)-3-[(5-chloro-thiophene-2-carbonyl)-amino]-pyrrolidin-1-yl}-acetic acid ethyl ester), NC1=C(C=C(C=C1)N1C(C=CC=C1)=O)F (1-(4-amino-3-fluoro-phenyl)-1H-pyridin-2-one). Product: FC1=C(C=CC(=C1)N1C(C=CC=C1)=O)NC(=O)CN1C[C@@H](CC1)NC(=O)C=1SC(=CC1)Cl (5-chloro-thiophene-2-carboxylic acid ((R)-1-{[2-fluoro-4-(2-oxo-2H-pyridin-1-yl)-phenylcarbamoyl]-methyl}-pyrrolidin-3-yl)-amide). As a reaction SMILES: C(O[C:4](=[O:20])[CH2:5][N:6]1[CH2:10][CH2:9][C@@H:8]([NH:11][C:12]([C:14]2[S:15][C:16]([Cl:19])=[CH:17][CH:18]=2)=[O:13])[CH2:7]1)C.[NH2:21][C:22]1[CH:27]=[CH:26][C:25]([N:28]2[CH:33]=[CH:32][CH:31]=[CH:30][C:29]2=[O:34])=[CH:24][C:23]=1[F:35]>>[F:35][C:23]1[CH:24]=[C:25]([N:28]2[CH:33]=[CH:32][CH:31]=[CH:30][C:29]2=[O:34])[CH:26]=[CH:27][C:22]=1[NH:21][C:4]([CH2:5][N:6]1[CH2:10][CH2:9][C@@H:8]([NH:11][C:12]([C:14]2[S:15][C:16]([Cl:19])=[CH:17][CH:18]=2)=[O:13])[CH2:7]1)=[O:20]. Procedure details: 1.4 Using general method F, {(R)-3-[(5-chloro-thiophene-2-carbonyl)-amino]-pyrrolidin-1-yl}-acetic acid ethyl ester was reacted with 1-(4-amino-3-fluoro-phenyl)-1H-pyridin-2-one (CAS 536747-52-1, prepared according to WO 2003045912) to give 5-chloro-thiophene-2-carboxylic acid ((R)-1-{[2-fluoro-4-(2-oxo-2H-pyridin-1-yl)-phenylcarbamoyl]-methyl}-pyrrolidin-3-yl)-amide. Off-white amorphous solid. Light yellow solid. MS 475.3 ([M+H]+) Reactants: CC=1SC(=CC1C1=C(C(C(C1(F)F)(F)F)(F)F)C1=C(SC(=C1)[Si](C)(C)C)C)[Si](C)(C)C (1,2-bis(2-methyl-5-trimethylsilyl-3-thienyl)hexafluorocyclopentene), Br (hydrobromic acid). Run in C(Cl)(Cl)Cl (chloroform). Product: CC=1SC=CC1C1=C(C(C(C1(F)F)(F)F)(F)F)C1=C(SC=C1)C (1,2-bis(2-methyl-3-thienyl)hexafluorocyclopentene). Yield: 98.0%. RXN SMILES: [CH3:1][C:2]1[S:3][C:4]([Si](C)(C)C)=[CH:5][C:6]=1[C:7]1[C:11]([F:13])([F:12])[C:10]([F:15])([F:14])[C:9]([F:17])([F:16])[C:8]=1[C:18]1[CH:22]=[C:21]([Si](C)(C)C)[S:20][C:19]=1[CH3:27].Br>C(Cl)(Cl)Cl>[CH3:27][C:19]1[S:20][CH:21]=[CH:22][C:18]=1[C:8]1[C:9]([F:16])([F:17])[C:10]([F:14])([F:15])[C:11]([F:13])([F:12])[C:7]=1[C:6]1[CH:5]=[CH:4][S:3][C:2]=1[CH3:1]. Procedure: 1,2-bis(2-methyl-5-trimethylsilyl-3-thienyl)hexafluorocyclopentene (2.16 g, 0.005 mol) was dissolved in chloroform (200 ml) and was allowed to react for 6 hours under refluxing conditions by adding concentrated hydrobromic acid (10 ml) to the solution. After the completion of the reaction, the chloroform layer was washed with an aqueous solution of sodium bicarbonate and the chloroform was removed under reduced pressures. The reaction product was purified by silicagel column chromatogram to give... Starting materials: C, CCOC(C)=O, O=C(Nc1ccc([N+](=O)[O-])c2ccncc12)C(F)(F)F, C1CCOC1, [Pd], [Pd]. Yields the product Nc1ccc(NC(=O)C(F)(F)F)c2cnccc12. RXN SMILES: [C:28].[CH3:21][CH2:22][O:23][C:24](=[O:25])[CH3:26].[N+:1]([O-:2])(=[O:3])[c:4]1[c:5]2[cH:6][cH:7][n:8][cH:9][c:10]2[c:11]([NH:14][C:15]([C:16]([F:17])([F:18])[F:19])=[O:20])[cH:12][cH:13]1.[O:30]1[CH2:31][CH2:32][CH2:33][CH2:34]1.[Pd:27].[Pd:29]>>[NH2:1][c:4]1[c:5]2[cH:6][cH:7][n:8][cH:9][c:10]2[c:11]([NH:14][C:15]([C:16]([F:17])([F:18])[F:19])=[O:20])[cH:12][cH:13]1. Reactants: C(C1=CC=CC=C1)N (benzylamine), OC=1C=C(CC#N)C=C(C1O)F.C=1(O)C(O)=CC=CC1 (catechol 3,4-dihydroxy-5-fluorobenzylcyanide), formula 13, formula 15, [C-]#N.[Na+] (NaCN), CN(C)CC1=CC(=C(C(=C1)F)O)OC (N,N-dimethyl-4-hydroxy-3-methoxy-5-fluorobenzylamine), 3-methoxy-4-hydroxy-5-fluorobenzylnitrile, formula 14, CNC (N,N-dimethylamine), C(C1=CC=CC=C1)C#N (benzylcyanide), formula 15, B(Br)(Br)Br (BBr3), formula 16, FC1=C(C(=CC=C1)OC)O (2-fluoro-6-methoxyphenol), CI (methyliodide), C(C1=CC=CC=C1)Cl (benzylchloride), formula 14, benzylnitrile, formula 12, C=O (formaldehyde). Product: C(C1=CC=CC=C1)OC=1C=C(CC#N)C=C(C1OCC1=CC=CC=C1)F (3,4-dibenzyloxy-5-fluorobenzylcyanide), formula 12. As a reaction SMILES: [CH2:1](C#N)[C:2]1[CH:7]=[CH:6][CH:5]=[CH:4][CH:3]=1.[F:10][C:11]1[CH:16]=[CH:15][CH:14]=[C:13](OC)[C:12]=1[OH:19].[CH2:20]=[O:21].CNC.CN(CC1C=C(F)C(O)=C(OC)C=1)C.C(N)[C:40]1[CH:45]=[CH:44][CH:43]=[CH:42][CH:41]=1.CI.[C-:49]#[N:50].[Na+].B(Br)(Br)Br.OC1C=C(C=C(F)C=1O)CC#N.C1(C(=CC=CC=1)O)O.[CH2:76](Cl)C1C=CC=CC=1>>[CH2:20]([O:21][C:13]1[CH:14]=[C:15]([CH:16]=[C:11]([F:10])[C:12]=1[O:19][CH2:1][C:2]1[CH:3]=[CH:4][CH:5]=[CH:6][CH:7]=1)[CH2:76][C:49]#[N:50])[C:40]1[CH:45]=[CH:44][CH:43]=[CH:42][CH:41]=1 |f:7.8,10.11|. Procedure details: The intermediate benzylcyanide compound of the formula 12 above, according to the present invention, may be prepared by converting a 2-fluoro-6-methoxyphenol compound of the formula 13 ##STR11## under aminomethylation conditions, with formaldehyde and N,N-dimethylamine, into the N,N-dimethyl-4-hydroxy-3-methoxy-5-fluorobenzylamine compound of the formula 14 ##STR12## The benzylamine compound of the formula 14, by treatment with methyliodide and displacement with NaCN, is converted into the 3-met...